Dataset: the Open Reaction Database (ORD), a public repository of structured organic reaction records. Task: describe an organic reaction: reactants, conditions, products, and yield Reactants: BrC1=CC(=C(C(=C1)OC)O)OC (4-bromo-2,6-dimethoxy-phenol), [OH-].[Na+] (NaOH), S(=O)(=O)(OC)OC (dimethyl sulfate). The reagents and catalysts are S(=O)(=O)(OC)OC (dimethyl sulfate). Solvent: O (H2O). Conditions: temperature 10 celsius. Product: COC=1C=C(C=C(C1OC)OC)Br (3,4,5-trimethoxybromobenzene). The yield is 78.8%. Reaction SMILES: [Br:1][C:2]1[CH:7]=[C:6]([O:8][CH3:9])[C:5]([OH:10])=[C:4]([O:11][CH3:12])[CH:3]=1.[OH-].[Na+].S(OC)(O[CH3:19])(=O)=O>O.S(OC)(OC)(=O)=O>[CH3:9][O:8][C:6]1[CH:7]=[C:2]([Br:1])[CH:3]=[C:4]([O:11][CH3:12])[C:5]=1[O:10][CH3:19] |f:1.2|. Reported procedure: A mixture of 74 g (0.32 mol) of 4-bromo-2,6-dimethoxy-phenol 17 and 32 g (0.8 mol) of NaOH in 850 ml of H2O was cooled to 10° C. and 45 ml (0.48 mmol) of dimethyl sulfate was added. The mixture was refluxed for 3 h and an equal amount of dimethyl sulfate (total 0.96 mol) was then added. The mixture was refluxed for another 3 h. Upon cooling overnight, the gray product solidified and was filtered off and dissolved in 1.2 l of ether. The ether solution was filtered to remove insoluble impurity and...